describe an organic reaction: reactants, conditions, products, and yield From a dataset of the Open Reaction Database (ORD), a public repository of structured organic reaction records. Procedure details: p-Nitrobenzyl 7-phenylacetamido-3-bromo-3-cephem-4-carboxylate is reacted with dimethylamine by following the reaction conditions of Example 4 to provide p-nitrobenzyl 7-phenylacetamido3-dimethylamino-3-cephem-4-carboxylate. Yields the product C1(=CC=CC=C1)CC(=O)NC1[C@@H]2N(C(=C(CS2)N(C)C)C(=O)OCC2=CC=C(C=C2)[N+](=O)[O-])C1=O (p-nitrobenzyl 7-phenylacetamido3-dimethylamino-3-cephem-4-carboxylate). As a reaction SMILES: [C:1]1([CH2:7][C:8]([NH:10][CH:11]2[C:32](=[O:33])[N:13]3[C:14]([C:19]([O:21][CH2:22][C:23]4[CH:28]=[CH:27][C:26]([N+:29]([O-:31])=[O:30])=[CH:25][CH:24]=4)=[O:20])=[C:15](Br)[CH2:16][S:17][C@H:12]23)=[O:9])[CH:6]=[CH:5][CH:4]=[CH:3][CH:2]=1.[CH3:34][NH:35][CH3:36]>>[C:1]1([CH2:7][C:8]([NH:10][CH:11]2[C:32](=[O:33])[N:13]3[C:14]([C:19]([O:21][CH2:22][C:23]4[CH:28]=[CH:27][C:26]([N+:29]([O-:31])=[O:30])=[CH:25][CH:24]=4)=[O:20])=[C:15]([N:35]([CH3:36])[CH3:34])[CH2:16][S:17][C@H:12]23)=[O:9])[CH:6]=[CH:5][CH:4]=[CH:3][CH:2]=1. Reactants: C1(=CC=CC=C1)CC(=O)NC1[C@@H]2N(C(=C(CS2)Br)C(=O)OCC2=CC=C(C=C2)[N+](=O)[O-])C1=O (p-Nitrobenzyl 7-phenylacetamido-3-bromo-3-cephem-4-carboxylate), CNC (dimethylamine). Starting materials: FC1=NC=CC(=C1)I (2-fluoro-4-iodopyridine), C([O-])([O-])=O.[Cs+].[Cs+] (cesium carbonate), C1CCOC1 (THF), CO (MeOH). Run in O (water). Reaction conditions: temperature 50 celsius. The product is IC1=CC(=NC=C1)OC (4-iodo-2-methoxypyridine). Reaction SMILES: F[C:2]1[CH:7]=[C:6]([I:8])[CH:5]=[CH:4][N:3]=1.[C:9](=O)([O-])[O-:10].[Cs+].[Cs+].C1COCC1.CO>O>[I:8][C:6]1[CH:5]=[CH:4][N:3]=[C:2]([O:10][CH3:9])[CH:7]=1 |f:1.2.3|. Reported procedure: To 2-fluoro-4-iodopyridine (500 mg, 2.2 mmol) and cesium carbonate (730 mg, 2.2 mmol) was added THF (5 mL) and MeOH (0.091 mL, 2.2 mmol). The resulting mixture was heated to 50° C. for 24 hours in a sealed tube. The cooled mixture was diluted with water and extracted with EtOAc. The organic layer was dried over sodium sulfate, filtered and concentrated to yield the title compound. MS m/z=236 [M+1]+. Calc'd for C6H61NO: 235.03. Starting materials: COC=Cc1ccc(OC)c(C)c1, CCO, Cl, NNc1ccncc1, Cc1ccc(S(=O)(=O)O)cc1. As a reaction SMILES: [CH3:1][O:2][c:3]1[c:4]([CH3:13])[cH:5][c:6]([CH:9]=[CH:10][O:11][CH3:12])[cH:7][cH:8]1.[CH3:34][CH2:35][OH:36].[ClH:14].[NH:15]([NH2:16])[c:17]1[cH:18][cH:19][n:20][cH:21][cH:22]1.[c:23]1([CH3:24])[cH:25][cH:26][c:27]([S:28]([OH:29])(=[O:30])=[O:31])[cH:32][cH:33]1>>[CH3:1][O:2][c:3]1[c:4]([CH3:13])[cH:5][c:6]([CH2:9][CH:10]=[N:16][NH:15][c:17]2[cH:18][cH:19][n:20][cH:21][cH:22]2)[cH:7][cH:8]1.[ClH:14]. The product is COc1ccc(CC=NNc2ccncc2)cc1C, Cl. Starting materials: Cl.COC1=CC=C(C=C1)S(=O)(=O)C=1C=C2C3=C(N(C2=CC1)C)CC1CCC3N1 (2-(4-methoxyphenyl)sulfonyl-5-methyl-5,6,7,8,9,10-hexahydro-7,10-epiminocyclohepta[b]indole hydrochloride), Br (HBr). Solvent: C(C)(=O)O (acetic acid). Conditions: temperature 60 celsius. The product is Cl.OC1=CC=C(C=C1)S(=O)(=O)C=1C=C2C3=C(N(C2=CC1)C)CC1CCC3N1 (2-(4-hydroxyphenyl)sulfonyl-5-methyl-5,6,7,8,9,10-hexahydro-7,10-epiminocyclohepta[b]indole hydrochloride). Isolated yield 12.3%. RXN SMILES: [ClH:1].C[O:3][C:4]1[CH:9]=[CH:8][C:7]([S:10]([C:13]2[CH:14]=[C:15]3[C:19](=[CH:20][CH:21]=2)[N:18]([CH3:22])[C:17]2[CH2:23][CH:24]4[NH:28][CH:27]([C:16]3=2)[CH2:26][CH2:25]4)(=[O:12])=[O:11])=[CH:6][CH:5]=1.Br>C(O)(=O)C>[ClH:1].[OH:3][C:4]1[CH:5]=[CH:6][C:7]([S:10]([C:13]2[CH:14]=[C:15]3[C:19](=[CH:20][CH:21]=2)[N:18]([CH3:22])[C:17]2[CH2:23][CH:24]4[NH:28][CH:27]([C:16]3=2)[CH2:26][CH2:25]4)(=[O:12])=[O:11])=[CH:8][CH:9]=1 |f:0.1,4.5|. Procedure: A mixture of the product of Example 31, step B (18 mg, 0.04 mmol) and 33% HBr in acetic acid (10 mL) was heated at 60° C. for 4 days. The reaction mixture was concentrated in vacuo and the resulting residue neutralized with saturated sodium bicarbonate solution before extracting with dichloromethane. The organic layer was dried over sodium sulfate, filtered and concentrated in vacuo. The crude material was purified by semi-preparative HPLC and the free base treated with 1.25 M HCl methanol solut... Starting materials: Clc1ncc(Br)cn1, CC(C)(C)[O-], CN(C)C=O, [K+], O, OCc1ccccc1. The product is Brc1cnc(OCc2ccccc2)nc1. RXN SMILES: [Br:7][c:8]1[cH:9][n:10][c:11]([Cl:14])[n:12][cH:13]1.[CH3:1][C:2]([CH3:3])([O-:4])[CH3:5].[CH3:24][N:25]([CH3:26])[CH:27]=[O:28].[K+:6].[OH2:23].[OH:15][CH2:16][c:17]1[cH:18][cH:19][cH:20][cH:21][cH:22]1>>[Br:7][c:8]1[cH:9][n:10][c:11]([O:15][CH2:16][c:17]2[cH:18][cH:19][cH:20][cH:21][cH:22]2)[n:12][cH:13]1. Starting materials: S(=O)([O-])[O-].[Na+].[Na+] (Sodium sulfite), BrC1=CC=C(C=C1)CCBr (1-bromo-4-(2-bromo-ethyl)-benzene). The solvent is O (water). Reaction conditions: temperature 106 celsius. Yields the product BrC1=CC=C(C=C1)CCS(=O)(=O)[O-].[Na+] (Sodium 2-(4-bromo-phenyl)-ethanesulfonate). The yield is 79.6%. Reaction SMILES: [S:1]([O-:4])([O-:3])=[O:2].[Na+:5].[Na+].[Br:7][C:8]1[CH:13]=[CH:12][C:11]([CH2:14][CH2:15]Br)=[CH:10][CH:9]=1>O>[Br:7][C:8]1[CH:13]=[CH:12][C:11]([CH2:14][CH2:15][S:1]([O-:4])(=[O:3])=[O:2])=[CH:10][CH:9]=1.[Na+:5] |f:0.1.2,5.6|. Procedure: Sodium sulfite (4.75 g, 37.68 mmol) was added to a suspension of 1-bromo-4-(2-bromo-ethyl)-benzene (5.00 g, 18.94 mmol) in water (60 mL). The reaction mixture was heated at 105-107° C. for 18 hours and then cooled to −5° C. The formed precipitate was removed by filtration, washed with water (50 mL) and dried under vacuum to give 4.33 g (86% yield) of the title compound.